From a dataset of the Open Reaction Database (ORD), a public repository of structured organic reaction records. describe an organic reaction: reactants, conditions, products, and yield Starting materials: O=C([O-])O, C1CCOC1, CCOC(C)=O, [H-], [Na+], [Na+], O=C1NCCN1CCO, Clc1ncc(Br)c(-c2cc3ccccc3s2)n1. The product is O=C1NCCN1CCOc1ncc(Br)c(-c2cc3ccccc3s2)n1. Reaction SMILES: [C:40](=[O:41])([OH:42])[O-:43].[CH2:29]1[O:30][CH2:31][CH2:32][CH2:33]1.[CH3:34][CH2:35][O:36][C:37](=[O:38])[CH3:39].[H-:10].[Na+:11].[Na+:44].[OH:1][CH2:2][CH2:3][N:4]1[C:5](=[O:9])[NH:6][CH2:7][CH2:8]1.[s:12]1[c:13]2[c:14]([cH:15][c:16]1-[c:17]1[n:18][c:19]([Cl:24])[n:20][cH:21][c:22]1[Br:23])[cH:25][cH:26][cH:27][cH:28]2>>[O:1]([CH2:2][CH2:3][N:4]1[C:5](=[O:9])[NH:6][CH2:7][CH2:8]1)[c:19]1[n:18][c:17](-[c:16]2[s:12][c:13]3[c:14]([cH:15]2)[cH:25][cH:26][cH:27][cH:28]3)[c:22]([Br:23])[cH:21][n:20]1. Starting materials: Cn1cc(B2OC(C)(C)C(C)(C)O2)cn1, CN(C)C=O, Nc1cc(F)c(Oc2ccnc(Cl)c2)c(F)c1, [K+], [K+], [K+], O, O=P([O-])([O-])[O-], [Pd], c1ccc(P(c2ccccc2)c2ccccc2)cc1, c1ccc(P(c2ccccc2)c2ccccc2)cc1, c1ccc(P(c2ccccc2)c2ccccc2)cc1, c1ccc(P(c2ccccc2)c2ccccc2)cc1. The product is Cn1cc(-c2cc(Oc3c(F)cc(N)cc3F)ccn2)cn1. RXN SMILES: [CH3:18][n:19]1[n:20][cH:21][c:22]([B:24]2[O:25][C:26]([CH3:27])([CH3:28])[C:29]([CH3:30])([CH3:31])[O:32]2)[cH:23]1.[CH3:41][N:42]([CH3:43])[CH:44]=[O:45].[Cl:1][c:2]1[n:3][cH:4][cH:5][c:6]([O:8][c:9]2[c:10]([F:17])[cH:11][c:12]([NH2:13])[cH:14][c:15]2[F:16])[cH:7]1.[K+:38].[K+:39].[K+:40].[OH2:46].[P:33]([O-:34])([O-:35])([O-:36])=[O:37].[Pd:47].[c:105]1([P:106]([c:107]2[cH:108][cH:109][cH:110][cH:111][cH:112]2)[c:113]2[cH:114][cH:115][cH:116][cH:117][cH:118]2)[cH:119][cH:120][cH:121][cH:122][cH:123]1.[c:48]1([P:49]([c:50]2[cH:51][cH:52][cH:53][cH:54][cH:55]2)[c:56]2[cH:57][cH:58][cH:59][cH:60][cH:61]2)[cH:62][cH:63][cH:64][cH:65][cH:66]1.[c:67]1([P:68]([c:69]2[cH:70][cH:71][cH:72][cH:73][cH:74]2)[c:75]2[cH:76][cH:77][cH:78][cH:79][cH:80]2)[cH:81][cH:82][cH:83][cH:84][cH:85]1.[c:86]1([P:87]([c:88]2[cH:89][cH:90][cH:91][cH:92][cH:93]2)[c:94]2[cH:95][cH:96][cH:97][cH:98][cH:99]2)[cH:100][cH:101][cH:102][cH:103][cH:104]1>>[c:2]1(-[c:22]2[cH:21][n:20][n:19]([CH3:18])[cH:23]2)[n:3][cH:4][cH:5][c:6]([O:8][c:9]2[c:10]([F:17])[cH:11][c:12]([NH2:13])[cH:14][c:15]2[F:16])[cH:7]1.